Dataset: the Open Reaction Database (ORD), a public repository of structured organic reaction records. Task: describe an organic reaction: reactants, conditions, products, and yield Reaction SMILES: [Br:27][CH2:28][C:29](=[O:30])[O:31][CH2:32][CH3:33].[C:1]([CH3:2])([CH3:3])([CH3:4])[O:5][C:6](=[O:7])[N:8]1[CH2:9][c:10]2[c:11]([nH:12][c:13]3[cH:14][cH:15][cH:16][cH:17][c:18]23)[CH2:19][CH2:20]1.[C:21](=[O:22])([O-:23])[O-:24].[CH3:34][C:35](=[O:36])[CH3:37].[Cs+:25].[Cs+:26]>>[C:1]([CH3:2])([CH3:3])([CH3:4])[O:5][C:6](=[O:7])[N:8]1[CH2:9][c:10]2[c:11]([n:12]([CH2:28][C:29](=[O:30])[O:31][CH2:32][CH3:33])[c:13]3[cH:14][cH:15][cH:16][cH:17][c:18]23)[CH2:19][CH2:20]1. The product is CCOC(=O)Cn1c2c(c3ccccc31)CN(C(=O)OC(C)(C)C)CC2. Starting materials: CCOC(=O)CBr, CC(C)(C)OC(=O)N1CCc2[nH]c3ccccc3c2C1, O=C([O-])[O-], CC(C)=O, [Cs+], [Cs+]. The reactants are [Br-], CCOC(=O)CC(=O)OCC, O=C([O-])[O-], CCCC[N+](CCCC)(CCCC)CCCC, ClCCCl, [K+], [K+], O. Product: CCOC(=O)C1(C(=O)OCC)CC1. RXN SMILES: [Br-:22].[C:11]([CH2:12][C:13](=[O:14])[O:15][CH2:16][CH3:17])(=[O:18])[O:19][CH2:20][CH3:21].[C:5](=[O:6])([O-:7])[O-:8].[CH3:23][CH2:24][CH2:25][CH2:26][N+:27]([CH2:28][CH2:29][CH2:30][CH3:31])([CH2:32][CH2:33][CH2:34][CH3:35])[CH2:36][CH2:37][CH2:38][CH3:39].[Cl:1][CH2:2][CH2:3][Cl:4].[K+:10].[K+:9].[OH2:40]>>[CH2:2]1[CH2:3][C:12]1([C:11](=[O:18])[O:19][CH2:20][CH3:21])[C:13](=[O:14])[O:15][CH2:16][CH3:17]. Starting materials: CC=1C=C(C=C(C1)C)C=1NC2=CC=C(C=C2C1CCNCCCCC1=CC=C(C=C1)NS(=O)(=O)C)C(=O)N1CCOCC1 (N-[4-[4-[2-[2-(3,5-dimethylphenyl)-5-(morpholine-4-carbonyl)-1H-indol-3yl]ethylamino]butyl]phenyl]-methanesulfonamide), [NH4+].[OH-] (NH4OH), NCCC1=C(NC2=CC=C(C=C12)C=1C(C(N(N1)CC)=O)(C)C)C1=CC(=CC(=C1)C)C (5-[3-(2-aminoethyl)-2-(3,5-dimethylphenyl)-1H-indol-5-yl]-2-ethyl-4,4-dimethyl-2,4-dihydropyrazol-3-one), CH2Cl2 MeOH-concd. Run in C(Cl)Cl.CO (CH2Cl2 MeOH), C(Cl)Cl.CO (CH2Cl2 MeOH). Yields the product CC=1C=C(C=C(C1)C)C=1NC2=CC=C(C=C2C1CCNCCCCC1=CC=C(C=C1)NS(=O)(=O)C)C1=NN(C(C1(C)C)=O)CC (N-[4-[4-[2-[2-(3,5-dimethylphenyl)-5-(1-ethyl-4,4-dimethyl-5-oxo-4,5-dihydro-1H-pyrazol-3-yl)-1H-indol-3-yl]ethylamino]butyl]phenyl]methanesulfonamide). The yield is 55.0%. As a reaction SMILES: [CH3:1][C:2]1[CH:3]=[C:4]([C:9]2[NH:10][C:11]3[C:16]([C:17]=2[CH2:18][CH2:19][NH:20][CH2:21][CH2:22][CH2:23][CH2:24][C:25]2[CH:30]=[CH:29][C:28]([NH:31][S:32]([CH3:35])(=[O:34])=[O:33])=[CH:27][CH:26]=2)=[CH:15][C:14](C(N2CCOCC2)=O)=[CH:13][CH:12]=3)[CH:5]=[C:6]([CH3:8])[CH:7]=1.NCCC1C2C(=CC=C([C:56]3[C:57]([CH3:65])([CH3:64])[C:58](=[O:63])[N:59]([CH2:61][CH3:62])[N:60]=3)C=2)NC=1C1C=C(C)C=C(C)C=1.[NH4+].[OH-]>C(Cl)Cl.CO>[CH3:1][C:2]1[CH:3]=[C:4]([C:9]2[NH:10][C:11]3[C:16]([C:17]=2[CH2:18][CH2:19][NH:20][CH2:21][CH2:22][CH2:23][CH2:24][C:25]2[CH:26]=[CH:27][C:28]([NH:31][S:32]([CH3:35])(=[O:33])=[O:34])=[CH:29][CH:30]=2)=[CH:15][C:14]([C:56]2[C:57]([CH3:65])([CH3:64])[C:58](=[O:63])[N:59]([CH2:61][CH3:62])[N:60]=2)=[CH:13][CH:12]=3)[CH:5]=[C:6]([CH3:8])[CH:7]=1 |f:2.3,4.5|. Procedure details: Reductive amination of 4-[4-(methanesulfonamido)phenyl] butyraldehyde (EXAMPLE 4) with 5-[3-(2-aminoethyl)-2-(3,5-dimethylphenyl)-1H-indol-5-yl]-2-ethyl-4,4-dimethyl-2,4-dihydropyrazol-3-one was carried out according to the method of Example 6.2, Step F, except that 90:10 CH2Cl2-MeOH was used to develop the preparative TLC plates, while 90:10:1 CH2Cl2-MeOH-concd. NH4OH was used to extract the product. This gave a 55% yield of very pale golden-yellow glass; homogeneous by TLC in 92.5:7.5 CH2Cl2-M... Reactants: FC=1C=C(C=CC1C=1SC2=NC(=CC=C2N1)C1(CC1)C1=CC=CC=C1)C1(CC1)N(C(OC(C)(C)C)=O)C (tert-butyl 1-(3-fluoro-4-(5-(1-phenylcyclopropyl)thiazolo[5,4-b]pyridin-2-yl)phenyl)cyclopropyl(methyl)carbamate), FC(C(=O)O)(F)F (trifluoroacetic acid). Solvent: C(Cl)(Cl)Cl (chloroform). Reaction conditions: time 2 hour. Yields the product FC=1C=C(C=CC1C=1SC2=NC(=CC=C2N1)C1(CC1)C1=CC=CC=C1)C1(CC1)NC (1-(3-fluoro-4-(5-(1-phenyl-cyclopropyl)[1,3]thiazolo[5,4-b]pyridin-2-yl)phenyl)-N-methylcyclopropanamine). Reaction SMILES: [F:1][C:2]1[CH:3]=[C:4]([C:26]2([N:29](C)[C:30](=O)OC(C)(C)C)[CH2:28][CH2:27]2)[CH:5]=[CH:6][C:7]=1[C:8]1[S:9][C:10]2[C:15]([N:16]=1)=[CH:14][CH:13]=[C:12]([C:17]1([C:20]3[CH:25]=[CH:24][CH:23]=[CH:22][CH:21]=3)[CH2:19][CH2:18]1)[N:11]=2.FC(F)(F)C(O)=O>C(Cl)(Cl)Cl>[F:1][C:2]1[CH:3]=[C:4]([C:26]2([NH:29][CH3:30])[CH2:28][CH2:27]2)[CH:5]=[CH:6][C:7]=1[C:8]1[S:9][C:10]2[C:15]([N:16]=1)=[CH:14][CH:13]=[C:12]([C:17]1([C:20]3[CH:25]=[CH:24][CH:23]=[CH:22][CH:21]=3)[CH2:18][CH2:19]1)[N:11]=2. Procedure details: A solution of tert-butyl 1-(3-fluoro-4-(5-(1-phenylcyclopropyl)thiazolo[5,4-b]pyridin-2-yl)phenyl)cyclopropyl(methyl)carbamate (0.03 g, 0.058 mmol) in chloroform (0.5 mL) was added trifluoroacetic acid (0.5 mL, 6.5 mmol) and stirred at room temperature for 2 h. The reaction mixture was concentrated in vacuo, and the resulting crude product was purified via reverse phase preparative HPLC to afford ′1-(3-fluoro-4-(5-(1-phenyl-cyclopropyl)[1,3]thiazolo[5,4-b]pyridin-2-yl)phenyl)-N-methylcyclopropan...